Dataset: the Open Reaction Database (ORD), a public repository of structured organic reaction records. Task: describe an organic reaction: reactants, conditions, products, and yield Yields the product COc1ccc(C=O)cc1-c1cc2c(cc1C)C(C)(C)CCC2(C)C. Starting materials: COc1ccc(C=O)cc1Br, O=C([O-])[O-], Cc1cc2c(cc1B(O)O)C(C)(C)CCC2(C)C, COCCOC, CCOC(C)=O, [K+], [K+], O, c1ccc(P(c2ccccc2)(c2ccccc2)[Pd](P(c2ccccc2)(c2ccccc2)c2ccccc2)(P(c2ccccc2)(c2ccccc2)c2ccccc2)P(c2ccccc2)(c2ccccc2)c2ccccc2)cc1. RXN SMILES: [Br:1][c:2]1[cH:3][c:4]([CH:5]=[O:6])[cH:7][cH:8][c:9]1[O:10][CH3:11].[C:30](=[O:31])([O-:32])[O-:33].[CH3:12][c:13]1[c:14]([B:27]([OH:28])[OH:29])[cH:15][c:16]2[c:21]([cH:22]1)[C:20]([CH3:23])([CH3:24])[CH2:19][CH2:18][C:17]2([CH3:25])[CH3:26].[CH3:36][O:37][CH2:38][CH2:39][O:40][CH3:41].[CH3:43][CH2:44][O:45][C:46](=[O:47])[CH3:48].[K+:34].[K+:35].[OH2:42].[cH:49]1[cH:50][cH:51][c:52]([P:53]([Pd:54]([P:55]([c:56]2[cH:57][cH:58][cH:59][cH:60][cH:61]2)([c:62]2[cH:63][cH:64][cH:65][cH:66][cH:67]2)[c:68]2[cH:69][cH:70][cH:71][cH:72][cH:73]2)([P:74]([c:75]2[cH:76][cH:77][cH:78][cH:79][cH:80]2)([c:81]2[cH:82][cH:83][cH:84][cH:85][cH:86]2)[c:87]2[cH:88][cH:89][cH:90][cH:91][cH:92]2)[P:93]([c:94]2[cH:95][cH:96][cH:97][cH:98][cH:99]2)([c:100]2[cH:101][cH:102][cH:103][cH:104][cH:105]2)[c:106]2[cH:107][cH:108][cH:109][cH:110][cH:111]2)([c:112]2[cH:113][cH:114][cH:115][cH:116][cH:117]2)[c:118]2[cH:119][cH:120][cH:121][cH:122][cH:123]2)[cH:124][cH:125]1>>[c:2]1(-[c:14]2[c:13]([CH3:12])[cH:22][c:21]3[c:16]([cH:15]2)[C:17]([CH3:25])([CH3:26])[CH2:18][CH2:19][C:20]3([CH3:23])[CH3:24])[cH:3][c:4]([CH:5]=[O:6])[cH:7][cH:8][c:9]1[O:10][CH3:11]. Reactants: CC(C)(C)Nc1nc(Cl)c(C#N)cc1F, CN1CCCC1=O, NCc1ccccc1. The product is CC(C)(C)Nc1nc(NCc2ccccc2)c(C#N)cc1F. As a reaction SMILES: [C:1]([CH3:2])([CH3:3])([CH3:4])[NH:5][c:6]1[c:7]([F:15])[cH:8][c:9]([C:13]#[N:14])[c:10]([Cl:12])[n:11]1.[CH3:24][N:25]1[CH2:26][CH2:27][CH2:28][C:29]1=[O:30].[NH2:16][CH2:17][c:18]1[cH:19][cH:20][cH:21][cH:22][cH:23]1>>[C:1]([CH3:2])([CH3:3])([CH3:4])[NH:5][c:6]1[c:7]([F:15])[cH:8][c:9]([C:13]#[N:14])[c:10]([NH:16][CH2:17][c:18]2[cH:19][cH:20][cH:21][cH:22][cH:23]2)[n:11]1. Reported procedure: To a solution of 2B (63 mg, 0.19 mmol) in CH3CN (2 mL) at RT was added DIPEA (50 μL, 0.285 mmol), followed by benzenesulfonyl chloride (27 μL, 0.21 mmol). After 5 min, white precipitates formed. The reaction was stirred for additional 15 min. The product was collected by filtration and the solid washed with CH3CN (2-3 mL) to give the title compound as a white solid (62 mg, 70%). LC/MS (method A): RT=3.58 min, (M+H)+=470. 1H NMR (CDCl3, 400 MHz): δ 8.41 (d, J=7.4 Hz, 1H), 8.04 (d, J=7.3 Hz, 2H), ... As a reaction SMILES: [NH2:1][CH:2]1[CH2:11][C:10]2[C:5](=[CH:6][CH:7]=[C:8]([C:12]3[CH:17]=[CH:16][CH:15]=[CH:14][CH:13]=3)[N:9]=2)[N:4]([CH2:18][C:19]2[CH:24]=[CH:23][CH:22]=[CH:21][CH:20]=2)[C:3]1=[O:25].CCN(C(C)C)C(C)C.[C:35]1([S:41](Cl)(=[O:43])=[O:42])[CH:40]=[CH:39][CH:38]=[CH:37][CH:36]=1>CC#N>[CH2:18]([N:4]1[C:5]2[C:10](=[N:9][C:8]([C:12]3[CH:17]=[CH:16][CH:15]=[CH:14][CH:13]=3)=[CH:7][CH:6]=2)[CH2:11][CH:2]([NH:1][S:41]([C:35]2[CH:40]=[CH:39][CH:38]=[CH:37][CH:36]=2)(=[O:43])=[O:42])[C:3]1=[O:25])[C:19]1[CH:24]=[CH:23][CH:22]=[CH:21][CH:20]=1. Run in CC#N (CH3CN). Yield: 69.5%. The product is C(C1=CC=CC=C1)N1C(C(CC2=NC(=CC=C12)C1=CC=CC=C1)NS(=O)(=O)C1=CC=CC=C1)=O (N-(1-Benzyl-2-oxo-6-phenyl-1,2,3,4-tetrahydro-1,5-naphthyridin-3-yl)benzenesulfonamide). Reactants: NC1C(N(C2=CC=C(N=C2C1)C1=CC=CC=C1)CC1=CC=CC=C1)=O (3-Amino-1-benzyl-6-phenyl-3,4-dihydro-1,5-naphthyridin-2(1H)-one), CCN(C(C)C)C(C)C (DIPEA), C1(=CC=CC=C1)S(=O)(=O)Cl (benzenesulfonyl chloride). Conditions: time 5 minute. The reactants are Cl.C(C)(=O)OCC (hydrogen chloride ethyl acetate), C(C)OCCOC1=CC(=C(C(=C1)C)C1=CC(=CC=C1)CNC1=CC(=C(C=C1)C1C(C1)C(=O)OCC)F)C (ethyl 2-[4-({[4′-(2-ethoxyethoxy)-2′,6′-dimethylbiphenyl-3-yl]methyl}amino)-2-fluorophenyl]cyclopropanecarboxylate), [OH-].[Na+] (sodium hydroxide), C(CC(O)(C(=O)O)CC(=O)O)(=O)O (citric acid). Solvent: C(C)(=O)OCC (ethyl acetate), O (Water), C(C)O (ethanol), O1CCCC1 (tetrahydrofuran). Reaction conditions: temperature 50 celsius, time 7 hour. The product is Cl.C(C)OCCOC1=CC(=C(C(=C1)C)C1=CC(=CC=C1)CNC1=CC(=C(C=C1)C1C(C1)C(=O)O)F)C (2-[4-({[4′-(2-ethoxyethoxy)-2′,6′-dimethylbiphenyl-3-yl]methyl}amino)-2-fluorophenyl]cyclopropanecarboxylic acid hydrochloride). The yield is 73.0%. As a reaction SMILES: [CH2:1]([O:3][CH2:4][CH2:5][O:6][C:7]1[CH:12]=[C:11]([CH3:13])[C:10]([C:14]2[CH:19]=[CH:18][CH:17]=[C:16]([CH2:20][NH:21][C:22]3[CH:27]=[CH:26][C:25]([CH:28]4[CH2:30][CH:29]4[C:31]([O:33]CC)=[O:32])=[C:24]([F:36])[CH:23]=3)[CH:15]=2)=[C:9]([CH3:37])[CH:8]=1)[CH3:2].[OH-].[Na+].C(O)(=O)CC(CC(O)=O)(C(O)=O)O.[ClH:53].C(OCC)(=O)C>C(O)C.O1CCCC1.C(OCC)(=O)C.O>[ClH:53].[CH2:1]([O:3][CH2:4][CH2:5][O:6][C:7]1[CH:8]=[C:9]([CH3:37])[C:10]([C:14]2[CH:19]=[CH:18][CH:17]=[C:16]([CH2:20][NH:21][C:22]3[CH:27]=[CH:26][C:25]([CH:28]4[CH2:30][CH:29]4[C:31]([OH:33])=[O:32])=[C:24]([F:36])[CH:23]=3)[CH:15]=2)=[C:11]([CH3:13])[CH:12]=1)[CH3:2] |f:1.2,4.5,10.11|. Procedure details: To a mixed solution of ethyl 2-[4-({[4′-(2-ethoxyethoxy)-2′,6′-dimethylbiphenyl-3-yl]methyl}amino)-2-fluorophenyl]cyclopropanecarboxylate (0.451 g, 0.892 mmol) in ethanol (2 mL) and tetrahydrofuran (4 mL) was added 2 M aqueous sodium hydroxide solution (1 mL), and the mixture was stirred at 50° C. for 7 hr. Water was added to the reaction mixture, and the mixture was mildly-acidified with 10% aqueous citric acid solution and extracted with ethyl acetate. The extract was washed with saturated bri...